This data is from the Open Reaction Database (ORD), a public repository of structured organic reaction records. The task is: describe an organic reaction: reactants, conditions, products, and yield Reactants: C(CC)(=O)Cl (propionic chloride), N1=CC=CC=C1 (pyridine), OC(C)C1=CC=C(C=C1)C1=NC=C(C=N1)OCCCCCCCCCC ((+)-2-{4-(1-hydroxyethyl)phenyl}-5-decyloxypyrimidine), Cl (hydrochloric acid), compound ( VI ). Run in O (water). Product: C(CC)(=O)OC(C)C1=CC=C(C=C1)C1=NC=C(C=N1)OCCCCCCCCCC ((+)-2-(4-(1-Propanoyloxyethyl)phenyl}-5-decyloxypyrimidine). Isolated yield 97.0%. Reaction SMILES: N1C=CC=CC=1.[OH:7][CH:8]([C:10]1[CH:15]=[CH:14][C:13]([C:16]2[N:21]=[CH:20][C:19]([O:22][CH2:23][CH2:24][CH2:25][CH2:26][CH2:27][CH2:28][CH2:29][CH2:30][CH2:31][CH3:32])=[CH:18][N:17]=2)=[CH:12][CH:11]=1)[CH3:9].[C:33](Cl)(=[O:36])[CH2:34][CH3:35].Cl>O>[C:33]([O:7][CH:8]([C:10]1[CH:11]=[CH:12][C:13]([C:16]2[N:21]=[CH:20][C:19]([O:22][CH2:23][CH2:24][CH2:25][CH2:26][CH2:27][CH2:28][CH2:29][CH2:30][CH2:31][CH3:32])=[CH:18][N:17]=2)=[CH:14][CH:15]=1)[CH3:9])(=[O:36])[CH2:34][CH3:35]. Procedure details: Into 20 ml of pyridine were dissolved 1.78 g (5 millimole) of the (+)-2-{4-(1-hydroxyethyl)phenyl}-5-decyloxypyrimidine obtained in the Preparation Example starting material compound (VI)] 70, and then 0.56 g (6 millimole) of propionic chloride was added thereto, to subject to reaction at 30 to 40° C. for 2 hours. After completion of the reaction, the reaction mixture was poured into 200 ml of water, adjusted to pH 1 to 2 with 4N hydrochloric acid, and then extracted with 200 ml of toluene, foll... Starting materials: CN(C)C=O, O=[Cr](=O)([O-])O[Cr](=O)(=O)[O-], O, OCCCCCCc1cccc2cncn12, c1cc[nH+]cc1, c1cc[nH+]cc1. Product: O=C(O)CCCCCc1cccc2cncn12. Reaction SMILES: [CH3:39][N:40]([CH3:41])[CH:42]=[O:43].[Cr:1]([O:2][Cr:3]([O-:4])(=[O:5])=[O:6])([O-:7])(=[O:8])=[O:9].[OH2:38].[OH:22][CH2:23][CH2:24][CH2:25][CH2:26][CH2:27][CH2:28][c:29]1[cH:30][cH:31][cH:32][c:33]2[n:34]1[cH:35][n:36][cH:37]2.[nH+:10]1[cH:11][cH:12][cH:13][cH:14][cH:15]1.[nH+:16]1[cH:17][cH:18][cH:19][cH:20][cH:21]1>>[O:22]=[C:23]([CH2:24][CH2:25][CH2:26][CH2:27][CH2:28][c:29]1[cH:30][cH:31][cH:32][c:33]2[n:34]1[cH:35][n:36][cH:37]2)[OH:38].